This data is from the Open Reaction Database (ORD), a public repository of structured organic reaction records. The task is: describe an organic reaction: reactants, conditions, products, and yield The reactants are Br.CC=1NC=C(N1)C(CBr)=O (1-(2-methyl-4-imidazolyl)-2-bromo ethanone hydrobromide), CC(=O)C (acetone), C(N)(=N)NC(=S)N (amidinothiourea), C([O-])(O)=O.[Na+] (sodium bicarbonate). The solvent is O (water). Yields the product Br.N(C(=N)N)C=1SC=C(N1)C=1N=C(NC1)C (2-guanidino-4-(2-methyl-4-imidazolyl)thiazole hydrobromide). Isolated yield 79.3%. RXN SMILES: Br.[CH3:2][C:3]1[NH:4][CH:5]=[C:6]([C:8](=O)[CH2:9][Br:10])[N:7]=1.C(=O)(O)[O-].[Na+].CC(C)=O.[C:21]([NH:24][C:25]([NH2:27])=[S:26])(=[NH:23])[NH2:22]>O>[BrH:10].[NH:24]([C:25]1[S:26][CH:9]=[C:8]([C:6]2[N:7]=[C:3]([CH3:2])[NH:4][CH:5]=2)[N:27]=1)[C:21]([NH2:23])=[NH:22] |f:0.1,2.3,7.8|. Procedure details: 2.8 g (9.86 mmol) of 1-(2-methyl-4-imidazolyl)-2-bromo ethanone hydrobromide was dissolved in 10 ml water. Saturated sodium bicarbonate solution was added to pH 10 and the resultant solid was collected by filtration and washed with 15 ml water. The dried free base was heated at reflux in 50 ml acetone. To the refluxing clear acetone solution was added 1.2 g (9.86 mmol) of amidinothiourea. Solution occurred immediately and within a minute a solid began to form. After 1 hour reflux the slurry was ... The reactants are ClC1=CC=C(C=C1)C1=NC=2N(C(=C1)CO)N=CC2I ([5-(4-chloro-phenyl)-3-iodo-pyrazolo[1,5-a]pyrimidin-7-yl]-methanol), C(#C)C1=CC=C(C=C1)C(C)(C)O (2-(4-ethynyl-phenyl)-propan-2-ol). The product is ClC1=CC=C(C=C1)C1=NC=2N(C(=C1)CO)N=CC2C#CC2=CC=C(C=C2)C(C)(C)O (2-{4-[5-(4-Chloro-phenyl)-7-hydroxymethyl-pyrazolo[1,5-a]pyrimidin-3-ylethynyl]-phenyl}-propan-2-ol), solid. The yield is 46.0%. RXN SMILES: [Cl:1][C:2]1[CH:7]=[CH:6][C:5]([C:8]2[CH:13]=[C:12]([CH2:14][OH:15])[N:11]3[N:16]=[CH:17][C:18](I)=[C:10]3[N:9]=2)=[CH:4][CH:3]=1.[C:20]([C:22]1[CH:27]=[CH:26][C:25]([C:28]([OH:31])([CH3:30])[CH3:29])=[CH:24][CH:23]=1)#[CH:21]>>[Cl:1][C:2]1[CH:7]=[CH:6][C:5]([C:8]2[CH:13]=[C:12]([CH2:14][OH:15])[N:11]3[N:16]=[CH:17][C:18]([C:21]#[C:20][C:22]4[CH:27]=[CH:26][C:25]([C:28]([OH:31])([CH3:29])[CH3:30])=[CH:24][CH:23]=4)=[C:10]3[N:9]=2)=[CH:4][CH:3]=1. Procedure: The title compound was prepared from [5-(4-chloro-phenyl)-3-iodo-pyrazolo[1,5-a]pyrimidin-7-yl]-methanol (example C.14 step 2) (193 mg, 0.5 mmol) and 2-(4-ethynyl-phenyl)-propan-2-ol (example D.4) (80 mg, 0.5 mmol) according to general procedure II. Obtained as a yellow solid (97 mg, 46%). MS (ISP) 418.1 [(M+H)+]; mp 118-120° C.